Dataset: the Open Reaction Database (ORD), a public repository of structured organic reaction records. Task: describe an organic reaction: reactants, conditions, products, and yield Starting materials: BrC1=C2CCOC(C2=CC=C1)C(=O)O (5-bromo-3,4-dihydro-1H-isochromene-1-carboxylic acid), C1=CN(C=N1)C(=O)N2C=CN=C2 (CDI), CONC (O,N-dimethyl-hydroxylamine). Run in C(Cl)Cl (DCM). Conditions: time 30 minute. Product: BrC1=C2CCOC(C2=CC=C1)C(=O)N(OC)C (5-bromo-N-methyl-N-(methyloxy)-3,4-dihydro-1H-isochromene-1-carboxamide). Reaction SMILES: [Br:1][C:2]1[CH:11]=[CH:10][CH:9]=[C:8]2[C:3]=1[CH2:4][CH2:5][O:6][CH:7]2[C:12]([OH:14])=O.C1N=CN(C(N2C=NC=C2)=O)C=1.[CH3:27][O:28][NH:29][CH3:30]>C(Cl)Cl>[Br:1][C:2]1[CH:11]=[CH:10][CH:9]=[C:8]2[C:3]=1[CH2:4][CH2:5][O:6][CH:7]2[C:12]([N:29]([CH3:30])[O:28][CH3:27])=[O:14]. Procedure details: A mixture of 5-bromo-3,4-dihydro-1H-isochromene-1-carboxylic acid (9.10 g, 35.4 mmol) and CDI (4.14 g, 42.5 mmol) in 200 mL of dry DCM was stirred at r.t. for 30 min and then O,N-dimethyl-hydroxylamine (5.99 g, 42.5 mmol) was added. The resulting mixture was stirred overnight. The solvents were removed under vacuum, and the residue was purified with silica gel column chromatography to give 5-bromo-N-methyl-N-(methyloxy)-3,4-dihydro-1H-isochromene-1-carboxamide. 1H-NMR (400 MHz, CDCl3) δ 7.40 (d,... Reactants: [H-].[Na+] (Sodium hydride), [N+](=O)([O-])C=1N=C2OC[C@H](CN2C1)O ((S)-2-nitro-6,7-dihydro-5H-imidazo[2,1-b][1,3]oxa-zin-6-ol), ClC1=NC=C(N=C1)CI (2-chloro-5-(iodomethyl)pyrazine). Solvent: CN(C)C=O (DMF). Run at temperature 0 celsius, time 1 hour. The product is ClC=1N=CC(=NC1)CO[C@H]1CN2C(OC1)=NC(=C2)[N+](=O)[O-] ((6S)-6-[(5-Chloro-2-pyrazinyl)methoxy]-2-nitro-6,7-dihydro-5H-imidazo[2,1-b][1,3]oxazine). Yield: 64.9%. As a reaction SMILES: [H-].[Na+].[N+:3]([C:6]1[N:7]=[C:8]2[N:13]([CH:14]=1)[CH2:12][C@H:11]([OH:15])[CH2:10][O:9]2)([O-:5])=[O:4].[Cl:16][C:17]1[CH:22]=[N:21][C:20]([CH2:23]I)=[CH:19][N:18]=1>CN(C=O)C>[Cl:16][C:17]1[N:18]=[CH:19][C:20]([CH2:23][O:15][C@@H:11]2[CH2:10][O:9][C:8]3=[N:7][C:6]([N+:3]([O-:5])=[O:4])=[CH:14][N:13]3[CH2:12]2)=[N:21][CH:22]=1 |f:0.1|. Reported procedure: Triethylamine (4.17 mL, 3.0 mmol) and mesyl chloride (1.57 mL, 2.00 mmol) were added to a solution of (5-chloro-2-pyrazinyl)methanol (1.44 g, 10.0 mmol) in anhydrous THF (20 mL) at 0° C. The mixture was stirred at 0° C. for 0.5 h then partitioned between EtOAc/water. The organic fraction was dried (MgSO4) and the solvent was removed under reduced pressure to give the crude mesylate. The mesylate was dissolved in acetone (40 mL), sodium iodide (7.5 g, 50 mmol) was added and the mixture was reflux... The reactants are C(C)(C)(C)OC(=O)N[C@H](C(=O)N[C@H](C(=O)O)CC1=CC(=C(C=C1)OCC(=O)OC)C(=O)OC)CC1=CC=CC=C1 ((2S)-2-({(2S)-2-[(tert-butoxycarbonyl)amino]-3-phenylpropanoyl}amino)-3-[3-(methoxycarbonyl)-4-(2-methoxy-2-oxoethoxy)phenyl]propanoic acid), NCC=1C=NC=CC1 (3-(aminomethyl)pyridine). Yields the product C(C)(C)(C)OC(=O)N[C@H](C(=O)N[C@@H](CC=1C=CC(=C(C(=O)O)C1)OCC(=O)O)C(NCC=1C=NC=CC1)=O)CC1=CC=CC=C1 (5-{(2S)-2-({(2S)-2-[(tert-Butoxycarbonyl)amino]-3-phenylpropanoyl}amino)-3-oxo-3-[(3-pyridinylmethyl)amino]propyl}-2-(carboxymethoxy)benzoic Acid). As a reaction SMILES: [C:1]([O:5][C:6]([NH:8][C@@H:9]([CH2:34][C:35]1[CH:40]=[CH:39][CH:38]=[CH:37][CH:36]=1)[C:10]([NH:12][C@@H:13]([CH2:17][C:18]1[CH:23]=[CH:22][C:21]([O:24][CH2:25][C:26]([O:28]C)=[O:27])=[C:20]([C:30]([O:32]C)=[O:31])[CH:19]=1)[C:14](O)=[O:15])=[O:11])=[O:7])([CH3:4])([CH3:3])[CH3:2].[NH2:41][CH2:42][C:43]1[CH:44]=[N:45][CH:46]=[CH:47][CH:48]=1>>[C:1]([O:5][C:6]([NH:8][C@@H:9]([CH2:34][C:35]1[CH:36]=[CH:37][CH:38]=[CH:39][CH:40]=1)[C:10]([NH:12][C@H:13]([C:14](=[O:15])[NH:41][CH2:42][C:43]1[CH:44]=[N:45][CH:46]=[CH:47][CH:48]=1)[CH2:17][C:18]1[CH:23]=[CH:22][C:21]([O:24][CH2:25][C:26]([OH:28])=[O:27])=[C:20]([CH:19]=1)[C:30]([OH:32])=[O:31])=[O:11])=[O:7])([CH3:3])([CH3:4])[CH3:2]. Procedure details: Synthesis was performed from (2S)-2-({(2S)-2-[(tert-butoxycarbonyl)amino]-3-phenylpropanoyl}amino)-3-[3-(methoxycarbonyl)-4-(2-methoxy-2-oxoethoxy)phenyl]propanoic acid and 3-(aminomethyl)pyridine (31 mg) according to Method B to give the title compound (14 mg). HRMS m/z 620.2471 (calc. of monoisotopic mass for C32H36N4O9 gives 620.2482). Starting materials: C(C)OC(C(C)(C)OC1=CC(=CC(=C1)C(NC1CCNCC1)=O)OC)=O (2-[3-methoxy-5-(piperidin-4-ylcarbamoyl)-phenoxy]-2-methyl-propionic acid ethyl ester), C(C)OC=1C=C(C=O)C=CC1OC (3-ethoxy-4-methoxybenzaldehyde), C(#N)[BH3-].[Na+] (sodium cyanoborohydride), C(C)N(C(C)C)C(C)C (N-ethyl-diisopropylamine). The solvent is C(C)O (ethanol), C(C)(=O)O (acetic acid). The product is C(C)OC(C(C)(C)OC1=CC(=CC(=C1)OC)C(NC1CCN(CC1)CC1=CC(=C(C=C1)OC)OCC)=O)=O (2-{3-[1-(3-Ethoxy-4-methoxy-benzyl)-piperidin-4-ylcarbamoyl]-5-methoxy-phenoxy}-2-methyl-propionic acid ethyl ester). RXN SMILES: [CH2:1]([O:3][C:4](=[O:26])[C:5]([O:8][C:9]1[CH:14]=[C:13]([C:15](=[O:23])[NH:16][CH:17]2[CH2:22][CH2:21][NH:20][CH2:19][CH2:18]2)[CH:12]=[C:11]([O:24][CH3:25])[CH:10]=1)([CH3:7])[CH3:6])[CH3:2].[CH2:27]([O:29][C:30]1[CH:31]=[C:32]([CH:35]=[CH:36][C:37]=1[O:38][CH3:39])[CH:33]=O)[CH3:28].C([BH3-])#N.[Na+].C(N(C(C)C)C(C)C)C>C(O)C.C(O)(=O)C>[CH2:1]([O:3][C:4](=[O:26])[C:5]([O:8][C:9]1[CH:10]=[C:11]([O:24][CH3:25])[CH:12]=[C:13]([C:15](=[O:23])[NH:16][CH:17]2[CH2:18][CH2:19][N:20]([CH2:33][C:32]3[CH:35]=[CH:36][C:37]([O:38][CH3:39])=[C:30]([O:29][CH2:27][CH3:28])[CH:31]=3)[CH2:21][CH2:22]2)[CH:14]=1)([CH3:6])[CH3:7])[CH3:2] |f:2.3|. Procedure details: In analogy to the procedure described in example 50k), 2-[3-methoxy-5-(piperidin-4-ylcarbamoyl)-phenoxy]-2-methyl-propionic acid ethyl ester (example 66b) was reacted with 3-ethoxy-4-methoxybenzaldehyde, sodium cyanoborohydride, N-ethyl-diisopropylamine and acetic acid in ethanol at 50° C. to yield the title compound as off-white amorphous solid. MS: 529.3 (MH+). Yields the product Cc1ccccc1C(=O)N1CCC(N2CCC(N3C(=O)CC4CCCCC43)CC2)CC1. Reaction SMILES: [C:37]([BH3-:38])#[N:39].[CH3:18][O-:19].[CH3:21][c:22]1[c:23]([C:24](=[O:25])[N:26]2[CH2:27][CH2:28][C:29](=[O:32])[CH2:30][CH2:31]2)[cH:33][cH:34][cH:35][cH:36]1.[CH3:41][OH:42].[Cl-:43].[Cl-:45].[ClH:1].[NH:2]1[CH2:3][CH2:4][CH:5]([N:8]2[C:9](=[O:17])[CH2:10][CH:11]3[CH2:12][CH2:13][CH2:14][CH2:15][CH:16]23)[CH2:6][CH2:7]1.[Na+:20].[Na+:40].[Zn+2:44]>>[N:2]1([CH:29]2[CH2:28][CH2:27][N:26]([C:24]([c:23]3[c:22]([CH3:21])[cH:36][cH:35][cH:34][cH:33]3)=[O:25])[CH2:31][CH2:30]2)[CH2:3][CH2:4][CH:5]([N:8]2[C:9](=[O:17])[CH2:10][CH:11]3[CH2:12][CH2:13][CH2:14][CH2:15][CH:16]23)[CH2:6][CH2:7]1. Starting materials: [BH3-]C#N, C[O-], Cc1ccccc1C(=O)N1CCC(=O)CC1, CO, [Cl-], [Cl-], Cl, O=C1CC2CCCCC2N1C1CCNCC1, [Na+], [Na+], [Zn+2].